From a dataset of the Open Reaction Database (ORD), a public repository of structured organic reaction records. describe an organic reaction: reactants, conditions, products, and yield The reactants are BrC1=CC=C2C=CC3=C(C=CC4=CC=C1C2=C34)C3=CC=C(C=C3)Cl (1-bromo-6-(4-chlorophenyl)pyrene), C(C)(C)(C)C1=CC=C(C=C1)B(O)O (4-t-butylphenylboronic acid), P(=O)([O-])([O-])[O-].[K+].[K+].[K+] (tripotassium phosphate), CN(C=O)C (dimethylformamide). Reagents/catalysts: [Br-].C(CCC)[N+](CCCC)(CCCC)CCCC (tetrabutylammonium bromide), C(C)(=O)[O-].[Pd+2].C(C)(=O)[O-] (palladium acetate). The solvent is O (water). Reaction conditions: temperature 130 celsius, time 3 hour. Yields the product C(C)(C)(C)C1=CC=C(C=C1)C1=CC=C2C=CC3=C(C=CC4=CC=C1C2=C34)C3=CC=C(C=C3)Cl (1-(4-t-butylphenyl)-6-(4-chlorophenyl)pyrene). The yield is 66.0%. Reaction SMILES: Br[C:2]1[C:15]2[C:16]3=[C:17]4[C:12](=[CH:13][CH:14]=2)[CH:11]=[CH:10][C:9]([C:18]2[CH:23]=[CH:22][C:21]([Cl:24])=[CH:20][CH:19]=2)=[C:8]4[CH:7]=[CH:6][C:5]3=[CH:4][CH:3]=1.[C:25]([C:29]1[CH:34]=[CH:33][C:32](B(O)O)=[CH:31][CH:30]=1)([CH3:28])([CH3:27])[CH3:26].P([O-])([O-])([O-])=O.[K+].[K+].[K+].CN(C)C=O>[Br-].C([N+](CCCC)(CCCC)CCCC)CCC.C([O-])(=O)C.[Pd+2].C([O-])(=O)C.O>[C:25]([C:29]1[CH:34]=[CH:33][C:32]([C:2]2[C:15]3[C:16]4=[C:17]5[C:12](=[CH:13][CH:14]=3)[CH:11]=[CH:10][C:9]([C:18]3[CH:19]=[CH:20][C:21]([Cl:24])=[CH:22][CH:23]=3)=[C:8]5[CH:7]=[CH:6][C:5]4=[CH:4][CH:3]=2)=[CH:31][CH:30]=1)([CH3:28])([CH3:27])[CH3:26] |f:2.3.4.5,7.8,9.10.11|. Procedure: A mixed solution of 4.0 g of 1-bromo-6-(4-chlorophenyl)pyrene, 2.0 g of 4-t-butylphenylboronic acid, 4.8 g of tripotassium phosphate, 0.72 g of tetrabutylammonium bromide, 52 mg of palladium acetate and 100 ml of dimethylformamide was heated and stirred under a nitrogen gas stream at 130° C. for 3 hours. The solution was cooled to room temperature and 100 ml of water was poured into the solution, followed by filtration. The resulting solid was dissolved at 140° C. by adding 100 ml of xylene. The...